Dataset: the Open Reaction Database (ORD), a public repository of structured organic reaction records. Task: describe an organic reaction: reactants, conditions, products, and yield The reactants are C[Si](OC1=NC=CC(=C1)O[Si](C)(C)C)(C)C (2,4-bis(trimethylsilyloxy)-pyridine), CC1=C(C(=O)Cl)C=CC=C1 (2-methylbenzoyl chloride). Yields the product OC1=CC(=NC=C1)OC(C1=C(C=CC=C1)C)=O (4-hydroxy-2-(2-methylbenzoyloxy)-pyridine). Isolated yield 44.3%. Reaction SMILES: C[Si](C)(C)[O:3][C:4]1[CH:9]=[C:8]([O:10][Si](C)(C)C)[CH:7]=[CH:6][N:5]=1.[CH3:17][C:18]1[CH:26]=[CH:25][CH:24]=[CH:23][C:19]=1[C:20](Cl)=[O:21]>>[OH:10][C:8]1[CH:7]=[CH:6][N:5]=[C:4]([O:3][C:20](=[O:21])[C:19]2[CH:23]=[CH:24][CH:25]=[CH:26][C:18]=2[CH3:17])[CH:9]=1. Reported procedure: The general procedure of Example 27 was followed using 4.0 g of 2,4-bis(trimethylsilyloxy)-pyridine and 2.92 g of 2-methylbenzoyl chloride, thereby producing 1.59 g of the title compound in a yield of 44.18%. Starting materials: C1(CCCCCCCCCCCCCCO1)=O (15-Pentadecanolide), Br.C(C)(=O)O (hydrogen bromide acetic acid), Teflon. Reaction conditions: time 16 hour. The product is BrCCCCCCCCCCCCCCC(=O)O (15-bromopentadecanoic acid). Reaction SMILES: [C:1]1(=[O:17])[O:16][CH2:15][CH2:14][CH2:13][CH2:12][CH2:11][CH2:10][CH2:9][CH2:8][CH2:7][CH2:6][CH2:5][CH2:4][CH2:3][CH2:2]1.[BrH:18].C(O)(=O)C>>[Br:18][CH2:15][CH2:14][CH2:13][CH2:12][CH2:11][CH2:10][CH2:9][CH2:8][CH2:7][CH2:6][CH2:5][CH2:4][CH2:3][CH2:2][C:1]([OH:16])=[O:17] |f:1.2|. Reported procedure: 15-Pentadecanolide of 14.3 g (59.5 mmol), and 32% hydrogen bromide/acetic acid solution of 24.8 g (98.0 mmol, 1.6 eq) were added to 100 mL of autoclave protected with Teflon (registered trade name). After purging with nitrogen and sealing, the autoclave was placed in an oil bath at 60° C. and stirring was carried out for 16 hours. For the stirring, a magnetic stirrer was used. After cooling, 14 mL of water was added, and by using 200 mL of hot hexane the mixture was transferred to a separatory f... Reactants: S1(N=CNC2=C1N=CC=C2)(=O)=O (4H-PYRIDO[3,2-e][1,2,4]THIADIAZINE 1,1- DIOXIDE), C(C)Br (ethyl bromide). The product is C(C)N1C=NS(C2=C1C=CC=N2)(=O)=O (4-ETHYL-4H-PYRIDO[3,2-e][1,2,4]THIADIAZINE 1,1-DIOXIDE). Reaction SMILES: [S:1]1(=[O:12])(=[O:11])[C:6]2[N:7]=[CH:8][CH:9]=[CH:10][C:5]=2[NH:4][CH:3]=[N:2]1.[CH2:13](Br)[CH3:14]>>[CH2:13]([N:4]1[C:5]2[CH:10]=[CH:9][CH:8]=[N:7][C:6]=2[S:1](=[O:12])(=[O:11])[N:2]=[CH:3]1)[CH3:14]. Reported procedure: The compound is obtained according to the same procedure as that described for Example 63, starting from 0. 1 g of 4H-pyrido[3,2-e][1,2,4]thiadiazine 1,1-dioxide (Example 16) and 0.17 g of ethyl bromide. Starting materials: N(=O)[O-].[Na+] (sodium nitrite), C(C)(=O)C1=CC(=C(C=C1)C1=CC=C(C=C1)F)N (4-acetyl-2-amino-4'-fluorobiphenyl), ice water, diazonium salt. The solvent is O (water), S(O)(O)(=O)=O (sulphuric acid), S(O)(O)(=O)=O (sulphuric acid). Run at time 1 hour. The product is C(C)(=O)C1=CC(=C(C=C1)C1=CC=C(C=C1)F)O (4-acetyl-4'-fluoro-2-hydroxybiphenyl). RXN SMILES: N([O-])=[O:2].[Na+].[C:5]([C:8]1[CH:13]=[CH:12][C:11]([C:14]2[CH:19]=[CH:18][C:17]([F:20])=[CH:16][CH:15]=2)=[C:10](N)[CH:9]=1)(=[O:7])[CH3:6]>O.S(=O)(=O)(O)O>[C:5]([C:8]1[CH:13]=[CH:12][C:11]([C:14]2[CH:19]=[CH:18][C:17]([F:20])=[CH:16][CH:15]=2)=[C:10]([OH:2])[CH:9]=1)(=[O:7])[CH3:6] |f:0.1|. Procedure details: A solution of sodium nitrite (12.0 g.) in water (40 ml.) was added to a stirred solution of 4-acetyl-2-amino-4'-fluorobiphenyl, (36.6 g.) in 5 N sulphuric acid (480 ml.), whilst maintaining the temperature of the reaction mixture at 0°-5° C. The reaction mixture was stirred at 0°-5° C. for a further 1 hour. The resulting cold solution of diazonium salt was poured slowly into stirred refluxing 5 N sulphuric acid (400 ml.). When the addition was complete, refluxing was continued for 0.5 hour. The ... Reactants: C1CCOC1, CC(C)C1COC(=O)N1C(=O)C(CC(=O)N1CCOCC1)CC1CCCCC1, [Li+], O=N[O-], [Na+], [OH-], O, OO. Yields the product O=C(O)C(CC(=O)N1CCOCC1)CC1CCCCC1. Reaction SMILES: [CH2:38]1[O:39][CH2:40][CH2:41][CH2:42]1.[CH:1]1([CH2:7][CH:8]([C:9](=[O:10])[N:11]2[CH:12]([CH:13]([CH3:14])[CH3:15])[CH2:16][O:17][C:18]2=[O:19])[CH2:20][C:21](=[O:22])[N:23]2[CH2:24][CH2:25][O:26][CH2:27][CH2:28]2)[CH2:2][CH2:3][CH2:4][CH2:5][CH2:6]1.[Li+:31].[N:34](=[O:35])[O-:36].[Na+:37].[OH-:30].[OH2:29].[OH:32][OH:33]>>[CH:1]1([CH2:7][CH:8]([C:9]([OH:10])=[O:35])[CH2:20][C:21](=[O:22])[N:23]2[CH2:24][CH2:25][O:26][CH2:27][CH2:28]2)[CH2:2][CH2:3][CH2:4][CH2:5][CH2:6]1.